This data is from the Open Reaction Database (ORD), a public repository of structured organic reaction records. The task is: describe an organic reaction: reactants, conditions, products, and yield Reactants: C(CC1=CC=CC=C1)OCC(=O)Cl (Phenethyloxy-acetyl chloride), NC1=NC=CC=C1C#N (2-amino-3-cyanopyridine). Reagents/catalysts: CN(C)C=1C=CN=CC1 (DMAP). Run in ClCCl (dichloromethane), N1=CC=CC=C1 (pyridine). Run at time 3 hour. Product: C(#N)C=1C(=NC=CC1)NC(COCCC1=CC=CC=C1)=O (N-(3-cyano-pyridin-2-yl)-2-phenethyloxy-acetamide). Reaction SMILES: [CH2:1]([O:9][CH2:10][C:11](Cl)=[O:12])[CH2:2][C:3]1[CH:8]=[CH:7][CH:6]=[CH:5][CH:4]=1.[NH2:14][C:15]1[C:20]([C:21]#[N:22])=[CH:19][CH:18]=[CH:17][N:16]=1>CN(C1C=CN=CC=1)C.ClCCl.N1C=CC=CC=1>[C:21]([C:20]1[C:15]([NH:14][C:11](=[O:12])[CH2:10][O:9][CH2:1][CH2:2][C:3]2[CH:8]=[CH:7][CH:6]=[CH:5][CH:4]=2)=[N:16][CH:17]=[CH:18][CH:19]=1)#[N:22]. Procedure details: Phenethyloxy-acetyl chloride (3.79 g, 6.12 mmol) was added to a solution of 2-amino-3-cyanopyridine ([24517-64-4], 662 mg, 5.56 mmol) and DMAP (67 mg, 0.55 mmol) in a mixture of dichloromethane (8 ml) and pyridine (8 ml). After 3 h at r.t., the solvent was evaporated, and N-(3-cyano-pyridin-2-yl)-2-phenethyloxy-acetamide was isolated from the residue by column chromatography (silica gel, heptane, ethyl acetate, methanol). MS: m/e=282.1 [M+H+], 1H NMR (d6-DMSO): 2.91 (t, 2H), 3.77 (t, 2H), 4.18 (... The solvent is N1=CC=CC=C1 (pyridine), C(C)N(CC)CC (triethylamine). RXN SMILES: [C:1]([C:3]1[CH:4]=[C:5]2[CH:11]=[C:10]([C:12]([O:14][CH2:15][CH3:16])=[O:13])[O:9][C:6]2=[N:7][CH:8]=1)#[N:2].[SH2:17]>N1C=CC=CC=1.C(N(CC)CC)C>[C:1]([C:3]1[CH:4]=[C:5]2[CH:11]=[C:10]([C:12]([O:14][CH2:15][CH3:16])=[O:13])[O:9][C:6]2=[N:7][CH:8]=1)(=[S:17])[NH2:2]. Procedure details: Ethyl 5-cyanofuro[2,3-b]pyridine-2-carboxylate (773 mg, 4.14 mmol) was dissolved in a mixed solvent of pyridine (40 ml) and triethylamine (8 ml), and a hydrogen sulfide gas was blown in for 10 minutes. The mixture was stirred at room temperature for 14 hours. The solvent was distilled away from the reaction mixture under reduced pressure to give ethyl 5-thiocarbamoylfuro[2,3-b]pyridine-2-carboxylate as a yellow solid. Acetone (80 ml) and methyl iodide (8.0 ml) were added and the mixture was refl... Yields the product C(N)(=S)C=1C=C2C(=NC1)OC(=C2)C(=O)OCC (ethyl 5-thiocarbamoylfuro[2,3-b]pyridine-2-carboxylate). Run at time 14 hour. The reactants are C(#N)C=1C=C2C(=NC1)OC(=C2)C(=O)OCC (Ethyl 5-cyanofuro[2,3-b]pyridine-2-carboxylate), S (hydrogen sulfide).